This data is from the Open Reaction Database (ORD), a public repository of structured organic reaction records. The task is: describe an organic reaction: reactants, conditions, products, and yield Conditions: temperature 65 celsius. Product: ClC1=C2C=CC=NC2=C(C(=C1)C(C)N)N1[C@H](CCC1)COC (1-{5-chloro-8-[(2R)-2-(methoxymethyl)pyrrolidin-1-yl]quinolin-7-yl}ethanamine). Run in CO (methanol), C(C)#N (acetonitrile). RXN SMILES: [Cl:1][C:2]1[CH:11]=[C:10]([C:12](=O)[CH3:13])[C:9]([N:15]2[CH2:19][CH2:18][CH2:17][C@@H:16]2[CH2:20][O:21][CH3:22])=[C:8]2[C:3]=1[CH:4]=[CH:5][CH:6]=[N:7]2.C([O-])(=O)C.[NH4+].C([BH3-])#[N:29].[Na+]>CO.C(#N)C>[Cl:1][C:2]1[CH:11]=[C:10]([CH:12]([NH2:29])[CH3:13])[C:9]([N:15]2[CH2:19][CH2:18][CH2:17][C@@H:16]2[CH2:20][O:21][CH3:22])=[C:8]2[C:3]=1[CH:4]=[CH:5][CH:6]=[N:7]2 |f:1.2,3.4|. Reactants: ClC1=C2C=CC=NC2=C(C(=C1)C(C)=O)N1[C@H](CCC1)COC (1-{5-chloro-8-[(2R)-2-(methoxymethyl)pyrrolidin-1-yl]quinolin-7-yl}ethanone), C(C)(=O)[O-].[NH4+] (ammonium acetate), C(#N)[BH3-].[Na+] (sodium cyanoborohydride), resultant mixture. Reported procedure: A mixture of 1-{5-chloro-8-[(2R)-2-(methoxymethyl)pyrrolidin-1-yl]quinolin-7-yl}ethanone (14 mg, 0.044 mmol) and ammonium acetate (33.8 mg, 0.439 mmol) in methanol (0.25 mL,) and acetonitrile (0.25 mL) was heated at 65° C. in a sealed tube for 30 minutes. After cooling, sodium cyanoborohydride (5.52 mg, 0.0878 mmol) was added to the resultant mixture. The reaction was heated at 65° C. for another 4 hours, then cooled to room temperature, quenched with saturated sodium bicarbonate, and extracted ... The reactants are CNCC1OCC2=C(O1)C=C(C=C2)S(=O)(=O)C (N-methyl-1-[7-(methylsulfonyl)-4H-1,3-benzodioxin-2-yl]methanamine), C(C1=CC=CC=C1)Br (benzylbromide), C([O-])([O-])=O.[K+].[K+] (potassium carbonate), C(C)#N (ACN). Solvent: CCOC(=O)C (EtOAc). The product is C(C1=CC=CC=C1)N(CC1OCC2=C(O1)C=C(C=C2)S(=O)(=O)C)C ((+)-N-BENZYL-N-METHYL-1-[7-(METHYLSULFONYL)-4H-1,3-BENZODIOXIN-2-YL]METHANAMINE). Isolated yield 63.9%. RXN SMILES: [CH3:1][NH:2][CH2:3][CH:4]1[O:9][C:8]2[CH:10]=[C:11]([S:14]([CH3:17])(=[O:16])=[O:15])[CH:12]=[CH:13][C:7]=2[CH2:6][O:5]1.[CH2:18](Br)[C:19]1[CH:24]=[CH:23][CH:22]=[CH:21][CH:20]=1.C(=O)([O-])[O-].[K+].[K+].C(#N)C>CCOC(C)=O>[CH2:18]([N:2]([CH3:1])[CH2:3][CH:4]1[O:9][C:8]2[CH:10]=[C:11]([S:14]([CH3:17])(=[O:16])=[O:15])[CH:12]=[CH:13][C:7]=2[CH2:6][O:5]1)[C:19]1[CH:24]=[CH:23][CH:22]=[CH:21][CH:20]=1 |f:2.3.4|. Procedure: N-methyl-1-[7-(methylsulfonyl)-4H-1,3-benzodioxin-2-yl]methanamine (1.05 g, 4.1 mmol), benzylbromide (0.49 ml, 4.1 mmol), potassium carbonate (0.68 g, 4.9 mmol) and ACN (20 ml) were heated at 50° C. for 12 h. EtOAc was added, the reaction mixture was filtered and concentrated. Purification by flash chromatography (isooctane/EtOAc 1:2) afforded the title compound (0.91 g). 1H-NMR (400 MHz, MeOH): δ 7.38 (1H, dd, J 8.4 Hz, J2 1.6), δ 7.28-7.14 (7H, m), δ 5.17 (1H, t, J 4.0 Hz), δ 4.90 (2H, dd, J 5... Starting materials: COC=1C=C2C(=CN(C2=CC1OC)CC(=O)O)C1=CC=2C(=NC=CC2)N1 (2-[5,6-dimethoxy-3-(1H-pyrrolo[2,3-b]pyridin-2-yl)indol-1-yl]acetic acid), CN1C(CNCC1)=O (1-methylpiperazin-2-one). Yields the product COC=1C=C2C(=CN(C2=CC1OC)CC(=O)N1CC(N(CC1)C)=O)C1=CC=2C(=NC=CC2)N1 (4-{[5,6-dimethoxy-3-(1H-pyrrolo[2,3-b]pyridin-2-yl)indol-1-yl]acetyl}-1-methylpiperazin-2-one). Isolated yield 69.1%. RXN SMILES: [CH3:1][O:2][C:3]1[CH:4]=[C:5]2[C:9](=[CH:10][C:11]=1[O:12][CH3:13])[N:8]([CH2:14][C:15]([OH:17])=O)[CH:7]=[C:6]2[C:18]1[NH:26][C:21]2=[N:22][CH:23]=[CH:24][CH:25]=[C:20]2[CH:19]=1.[CH3:27][N:28]1[CH2:33][CH2:32][NH:31][CH2:30][C:29]1=[O:34]>>[CH3:1][O:2][C:3]1[CH:4]=[C:5]2[C:9](=[CH:10][C:11]=1[O:12][CH3:13])[N:8]([CH2:14][C:15]([N:31]1[CH2:32][CH2:33][N:28]([CH3:27])[C:29](=[O:34])[CH2:30]1)=[O:17])[CH:7]=[C:6]2[C:18]1[NH:26][C:21]2=[N:22][CH:23]=[CH:24][CH:25]=[C:20]2[CH:19]=1. Reported procedure: 4-{[5,6-Dimethoxy-3-(1H-pyrrolo[2,3-b]pyridin-2-yl)-indol-1-yl]acetyl}-1-methylpiperazin-2-one is prepared by following the procedure described in example 93, but using 0.1 g of 2-[5,6-dimethoxy-3-(1H-pyrrolo[2,3-b]pyridin-2-yl)indol-1-yl]acetic acid and 0.039 g of 1-methylpiperazin-2-one. 0.088 g of 4-{[5,6-dimethoxy-3-(1H-pyrrolo[2,3-b]pyridin-2-yl)indol-1-yl]acetyl}-1-methylpiperazin-2-one is obtained, the characteristics of which are as follows: Yields the product CCCCC1CCN(CCCn2c(=O)oc3c(C(C)C)cc(C(C)C)cc32)CC1. Reaction SMILES: [Br:1][CH2:2][CH2:3][CH2:4][n:5]1[c:6](=[O:20])[o:7][c:8]2[c:9]1[cH:10][c:11]([CH:17]([CH3:18])[CH3:19])[cH:12][c:13]2[CH:14]([CH3:15])[CH3:16].[CH2:21]([CH2:22][CH2:23][CH3:24])[CH:25]1[CH2:26][CH2:27][NH:28][CH2:29][CH2:30]1>>[CH2:2]([CH2:3][CH2:4][n:5]1[c:6](=[O:20])[o:7][c:8]2[c:9]1[cH:10][c:11]([CH:17]([CH3:18])[CH3:19])[cH:12][c:13]2[CH:14]([CH3:15])[CH3:16])[N:28]1[CH2:27][CH2:26][CH:25]([CH2:21][CH2:22][CH2:23][CH3:24])[CH2:30][CH2:29]1. Starting materials: CC(C)c1cc(C(C)C)c2oc(=O)n(CCCBr)c2c1, CCCCC1CCNCC1. Reactants: CCOc1ccc(S(=O)(=O)N(CC(=O)NN=Cc2ccccc2[N+](=O)[O-])c2ccc(C)cc2)cc1, ClCCl, [Pd]. The product is CCOc1ccc(S(=O)(=O)N(CC(=O)NN=Cc2ccccc2N)c2ccc(C)cc2)cc1. RXN SMILES: [CH2:1]([CH3:2])[O:3][c:4]1[cH:5][cH:6][c:7]([S:10](=[O:11])(=[O:12])[N:13]([CH2:14][C:15](=[O:16])[NH:17][N:18]=[CH:19][c:20]2[c:21]([N+:26]([O-:27])=[O:28])[cH:22][cH:23][cH:24][cH:25]2)[c:29]2[cH:30][cH:31][c:32]([CH3:35])[cH:33][cH:34]2)[cH:8][cH:9]1.[CH2:36]([Cl:37])[Cl:38].[Pd:39]>>[CH2:1]([CH3:2])[O:3][c:4]1[cH:5][cH:6][c:7]([S:10](=[O:11])(=[O:12])[N:13]([CH2:14][C:15](=[O:16])[NH:17][N:18]=[CH:19][c:20]2[c:21]([NH2:26])[cH:22][cH:23][cH:24][cH:25]2)[c:29]2[cH:30][cH:31][c:32]([CH3:35])[cH:33][cH:34]2)[cH:8][cH:9]1.